Task: describe an organic reaction: reactants, conditions, products, and yield. Dataset: the Open Reaction Database (ORD), a public repository of structured organic reaction records The reactants are FC(C1=CC=C(OC2=CC=C(C=C2)O)C=C1)(F)F (4-(4-trifluoromethylphenoxy)phenol), C([O-])([O-])=O.[K+].[K+] (potassium carbonate), BrC(C(=O)OCCSCC1=CC=C(C=C1)Cl)C (2-(4-chlorobenzylthio)ethyl 2-bromopropionate). Run in C(C)#N (acetonitrile). The product is FC(C1=CC=C(OC2=CC=C(OC(C(=O)OCCSCC3=CC=C(C=C3)Cl)C)C=C2)C=C1)(F)F (2-(4-chlorobenzylthio)-ethyl 2-[4-(4-trifluoromethylphenoxy)-phenoxy]-propionate). Yield: 90.9%. Reaction SMILES: [F:1][C:2]([F:18])([F:17])[C:3]1[CH:16]=[CH:15][C:6]([O:7][C:8]2[CH:13]=[CH:12][C:11]([OH:14])=[CH:10][CH:9]=2)=[CH:5][CH:4]=1.C(=O)([O-])[O-].[K+].[K+].Br[CH:26]([CH3:41])[C:27]([O:29][CH2:30][CH2:31][S:32][CH2:33][C:34]1[CH:39]=[CH:38][C:37]([Cl:40])=[CH:36][CH:35]=1)=[O:28]>C(#N)C>[F:1][C:2]([F:17])([F:18])[C:3]1[CH:16]=[CH:15][C:6]([O:7][C:8]2[CH:9]=[CH:10][C:11]([O:14][CH:26]([CH3:41])[C:27]([O:29][CH2:30][CH2:31][S:32][CH2:33][C:34]3[CH:35]=[CH:36][C:37]([Cl:40])=[CH:38][CH:39]=3)=[O:28])=[CH:12][CH:13]=2)=[CH:5][CH:4]=1 |f:1.2.3|. Procedure: A mixture consisting of 25.4 g of 4-(4-trifluoromethylphenoxy)phenol, 14.5 g of anhydrous potassium carbonate, 33.8 g of 2-(4-chlorobenzylthio)ethyl 2-bromopropionate and 150 ml of dry acetonitrile was refluxed for 3 hours with vigorous stirring. After cooling the reaction mixture to room temperature, the acetonitrile was removed under reduced pressure. Then, 150 ml of toluene were added to the residue and the resulting mixture was washed successively with 1% strength by weight aqueous sodium hy... Reactants: ClC1=C(C(=CC(=C1)O)[N+](=O)[O-])NC(=O)C1CCOCC1 (N-(2-chloro-4-hydroxy-6-nitrophenyl)tetrahydro-2H-pyran-4-carboxamide), [H][H] (hydrogen), [H][H] (hydrogen). Reagents/catalysts: [Ni] (Raney nickel). Run in C(C)(=O)OCC (ethyl acetate). Yields the product NC1=C(C(=CC(=C1)O)Cl)NC(=O)C1CCOCC1 (N-(2-amino-6-chloro-4-hydroxyphenyl)tetrahydro-2H-pyran-4-carboxamide). Reaction SMILES: [Cl:1][C:2]1[CH:7]=[C:6]([OH:8])[CH:5]=[C:4]([N+:9]([O-])=O)[C:3]=1[NH:12][C:13]([CH:15]1[CH2:20][CH2:19][O:18][CH2:17][CH2:16]1)=[O:14].[H][H]>C(OCC)(=O)C.[Ni]>[NH2:9][C:4]1[CH:5]=[C:6]([OH:8])[CH:7]=[C:2]([Cl:1])[C:3]=1[NH:12][C:13]([CH:15]1[CH2:16][CH2:17][O:18][CH2:19][CH2:20]1)=[O:14]. Reported procedure: 0.60 g (2.00 mmol) N-(2-chloro-4-hydroxy-6-nitrophenyl)tetrahydro-2H-pyran-4-carboxamide were placed in 10 mL ethyl acetate and hydrogenated under a hydrogen atmosphere and with the addition of 0.20 g Raney nickel at RT and a hydrogen pressure of 3 bar until all the hydrogen had been taken up. The catalyst was filtered off and the filtrate was evaporated down i.vac. Starting materials: N(C(=N)N)CCC[C@H]1C(N(C(N1)=O)CC(=O)O)=O ([5-(S)-(3-guanidinopropyl)-2,4-dioxoimidazolidin-3-yl]-acetic acid), C1(CCCCC1)N=C=NC1CCCCC1 (dicyclohexylcarbodiimide), Cl (HCl), C=1C=CC2=C(C1)N=NN2O (HOBt), NCCC(=O)OC(C)(C)C (H-β-Ala-OtBu). Run in CN(C=O)C (dimethylformamide). Conditions: temperature 0 celsius, time 3 hour. The product is C(C)(C)(C)OC(CCN(C(C)=O)N1C(N[C@H](C1=O)CCCNC(=N)N)=O)=O ([5-(S)-(3-Guanidinopropyl)-2,4-dioxoimidazolidin-3-yl]-acetyl-β-alanine-tert-butyl ester). Reaction SMILES: C1(N=C=N[CH:10]2[CH2:15]CCCC2)CCCCC1.Cl.[NH2:17][CH2:18][CH2:19][C:20]([O:22][C:23]([CH3:26])([CH3:25])[CH3:24])=[O:21].[NH:27]([CH2:31][CH2:32][CH2:33][C@@H:34]1[NH:38][C:37](=[O:39])[N:36](CC(O)=O)[C:35]1=[O:44])[C:28]([NH2:30])=[NH:29].C1C=CC2N([OH:54])N=NC=2C=1>CN(C)C=O>[C:23]([O:22][C:20](=[O:21])[CH2:19][CH2:18][N:17]([N:36]1[C:35](=[O:44])[C@H:34]([CH2:33][CH2:32][CH2:31][NH:27][C:28]([NH2:30])=[NH:29])[NH:38][C:37]1=[O:39])[C:15](=[O:54])[CH3:10])([CH3:26])([CH3:25])[CH3:24]. Procedure: 0.88 g of dicyclohexylcarbodiimide are added to a suspension of 0.73 g of HCl.H-β-Ala-OtBu, 1.03 g of [5-(S)-(3-guanidinopropyl)-2,4-dioxoimidazolidin-3-yl]-acetic acid and 0.54 g of HOBt in 30 ml of dimethylformamide at 0° C. The mixture is stirred at 0° C. for one hour and at room temperature for 3 hours. It is then left to stand at room temperature overnight, and the insoluble material is filtered off with suction. The filtrate is concentrated, and the residue is chromatographed over ®Sephade... Starting materials: OC=1C=C(C=CC1)C=1NC(C2=C(N1)C=CS2)=O (2-(3-hydroxy-phenyl)-3H-thieno[3,2-d]pyrimidin-4-one), C(C)(=O)[O-].[Na+] (sodium acetate). The solvent is C(C)(=O)OC(C)=O (acetic anhydride), ice water. Yields the product O=C1C2=C(N=C(N1)C=1C=C(C=CC1)OC(C)=O)C=CS2 (Acetic acid 3-(4-oxo-3,4-dihydro-thieno[3,2-d]pyrimidin-2-yl)-phenyl ester). The yield is 80.6%. RXN SMILES: [OH:1][C:2]1[CH:3]=[C:4]([C:8]2[NH:9][C:10](=[O:17])[C:11]3[S:16][CH:15]=[CH:14][C:12]=3[N:13]=2)[CH:5]=[CH:6][CH:7]=1.[C:18]([O-])(=[O:20])[CH3:19].[Na+]>C(OC(=O)C)(=O)C>[O:17]=[C:10]1[NH:9][C:8]([C:4]2[CH:3]=[C:2]([O:1][C:18](=[O:20])[CH3:19])[CH:7]=[CH:6][CH:5]=2)=[N:13][C:12]2[CH:14]=[CH:15][S:16][C:11]1=2 |f:1.2|. Procedure details: A mixture of 2-(3-hydroxy-phenyl)-3H-thieno[3,2-d]pyrimidin-4-one (28.58 g, 0.12 mol) and sodium acetate (1.1 eq., 0.13 mol, 10.56 g) in acetic anhydride (280 mL) was heated under reflux for 1.5 hours. The mixture was then cooled in ice-water and the grey solid collected by filtration, washed with water and dried to yield compound 4 (27.69 g, 82%). The reactants are [H-].[Na+] (sodium hydride), SC1=CC=CC=2N1C=CN2 (5-mercaptoimidazo[1,2-a]pyridine), ClCCCCN1C(N2C(=C(C1=O)C1=CC=CC=C1)S(CC2)(=O)=O)=O (6-(4-chlorobutyl)-1,1-dioxo-8-phenyl-2,3-dihydro-5H-thiazolo[3,2-c]pyrimidine-5,7(6H)-dione), [I-].[Na+] (sodium iodide). Solvent: CN(C=O)C (N,N-dimethylformamide), O (water). Run at time 10 minute. Product: N=1C=CN2C1C=CC=C2SCCCCN2C(N1C(=C(C2=O)C2=CC=CC=C2)S(CC1)(=O)=O)=O (6-[4-(imidazo[1,2-a]pyridin-5-ylthio)-butyl]-1,1-dioxo-8-phenyl-2,3-dihydro-5H-thiazolo[3,2-c]pyrimidine-5,7(6H)-dione). As a reaction SMILES: [H-].[Na+].[SH:3][C:4]1[N:9]2[CH:10]=[CH:11][N:12]=[C:8]2[CH:7]=[CH:6][CH:5]=1.Cl[CH2:14][CH2:15][CH2:16][CH2:17][N:18]1[C:23](=[O:24])[C:22]([C:25]2[CH:30]=[CH:29][CH:28]=[CH:27][CH:26]=2)=[C:21]2[S:31](=[O:35])(=[O:34])[CH2:32][CH2:33][N:20]2[C:19]1=[O:36].[I-].[Na+]>CN(C)C=O.O>[N:12]1[CH:11]=[CH:10][N:9]2[C:4]([S:3][CH2:14][CH2:15][CH2:16][CH2:17][N:18]3[C:23](=[O:24])[C:22]([C:25]4[CH:30]=[CH:29][CH:28]=[CH:27][CH:26]=4)=[C:21]4[S:31](=[O:35])(=[O:34])[CH2:32][CH2:33][N:20]4[C:19]3=[O:36])=[CH:5][CH:6]=[CH:7][C:8]=12 |f:0.1,4.5|. Procedure details: To a suspension of 60 mg (1.5 mmol) of 60% oily sodium hydride in 10 ml of N,N-dimethylformamide, 225 mg (1.5 mmol) of 5-mercaptoimidazo[1,2-a]pyridine was added at room temperature, followed by stirring for 10 minutes. To this mixture, 480 mg (1.3 mmol) of 6-(4-chlorobutyl)-1,1-dioxo-8-phenyl-2,3-dihydro-5H-thiazolo[3,2-c]pyrimidine-5,7(6H)-dione and 225 mg (1.5 mmol) of sodium iodide were added, followed by stirring at 80° C. for 3 hours. After cooling, the reaction mixture was poured into wat... The reactants are N([C@@H](CC1=CC=C(C=C1)O)C(=O)N[C@@H]([C@@H](C)CC)C(=O)N[C@@H](CC(C)C)C(=O)OC(C)(C)C)C(=O)OCC1=CC=CC=C1 (Z-Tyr-Ile-Leu-OBut). Reagents/catalysts: [Pd] (palladium black). Solvent: C(C)O (ethanol). The product is N[C@@H](CC1=CC=C(C=C1)O)C(=O)N[C@@H]([C@@H](C)CC)C(=O)N[C@@H](CC(C)C)C(=O)OC(C)(C)C (H-Tyr-Ile-Leu-OBut). As a reaction SMILES: [NH:1](C(OCC1C=CC=CC=1)=O)[C@H:2]([C:11]([NH:13][C@H:14]([C:19]([NH:21][C@H:22]([C:27]([O:29][C:30]([CH3:33])([CH3:32])[CH3:31])=[O:28])[CH2:23][CH:24]([CH3:26])[CH3:25])=[O:20])[C@H:15]([CH2:17][CH3:18])[CH3:16])=[O:12])[CH2:3][C:4]1[CH:9]=[CH:8][C:7]([OH:10])=[CH:6][CH:5]=1>C(O)C.[Pd]>[NH2:1][C@H:2]([C:11]([NH:13][C@H:14]([C:19]([NH:21][C@H:22]([C:27]([O:29][C:30]([CH3:33])([CH3:32])[CH3:31])=[O:28])[CH2:23][CH:24]([CH3:26])[CH3:25])=[O:20])[C@H:15]([CH2:17][CH3:18])[CH3:16])=[O:12])[CH2:3][C:4]1[CH:9]=[CH:8][C:7]([OH:10])=[CH:6][CH:5]=1. Procedure: In ethanol (50 ml) is dissolved Z-Tyr-Ile-Leu-OBut (2.09 g, 3.5 m.mols) and catalytic reduction is carried out with palladium black as the catalyst for 4 hours. The catalyst is removed by filtration and the solvent is distilled off, whereby H-Tyr-Ile-Leu-OBut is obtained.